This data is from the Open Reaction Database (ORD), a public repository of structured organic reaction records. The task is: describe an organic reaction: reactants, conditions, products, and yield Starting materials: CS(=O)(=O)O.C(C)[C@H]1NC2=CC=C(C=C2[C@H](C1)N)C(F)(F)F ((2R,4S)-2-Ethyl-6-trifluoromethyl-1,2,3,4-tetrahydroquinolin-4-ylamine methanesulfonate), Cl.CON (methoxyamine hydrochloride), C(C)(=O)[O-].[Na+] (sodium acetate). The solvent is O1CCCC1 (tetrahydrofuran), O (water), O (water), C1(=CC=CC=C1)C (Toluene). Reaction conditions: time 48 hour. Product: CON=C1C[C@H](NC2=CC=C(C=C12)C(F)(F)F)CC ((R)-2-Ethyl-6-trifluoromethyl-2,3-dihydro-1H-quinolin-4-one O-methyl-oxime), material. The yield is 71.0%. As a reaction SMILES: CS(O)(=O)=O.[CH2:6]([C@@H:8]1[CH2:17][C@H:16]([NH2:18])[C:15]2[C:10](=[CH:11][CH:12]=[C:13]([C:19]([F:22])([F:21])[F:20])[CH:14]=2)[NH:9]1)[CH3:7].Cl.[CH3:24][O:25]N.C([O-])(=O)C.[Na+]>O.C1(C)C=CC=CC=1.O1CCCC1>[CH3:24][O:25][N:18]=[C:16]1[C:15]2[C:10](=[CH:11][CH:12]=[C:13]([C:19]([F:22])([F:20])[F:21])[CH:14]=2)[NH:9][C@H:8]([CH2:6][CH3:7])[CH2:17]1 |f:0.1,2.3,4.5|. Procedure: The compound obtained in Example 2 (2) above (2.43 g), methoxyamine hydrochloride (1.25 g), sodium acetate (1.64 g) and water (2.4 ml) were added to tetrahydrofuran (22 ml) and the mixture was stirred at room temperature for about 48 hours. Toluene (24 ml) and water (12 ml) were added to the reaction mixture, the organic layer was separated, and washed with water (12 ml) and a saturated brine (12 ml). The organic layer was concentrated at reduced pressure and the resulting residue was purified b... Starting materials: BrC1=C(CN2C(C3=CC=CC=C3C2=O)=O)C=C(C(=C1)OC)OC (2-(2-bromo-4,5-dimethoxy-benzyl)isoindole-1,3-dione), [Cu]C#N (copper (I) cyanide). Solvent: CN1C(CCC1)=O (N-methyl-2-pyrrolidinone). Reaction conditions: time 30 minute. The product is O=C1N(C(C2=CC=CC=C12)=O)CC1=C(C#N)C=C(C(=C1)OC)OC (2-(1,3-dioxo-1,3-dihydro-isoindol-2-ylmethyl)-4,5-dimethoxy-benzonitrile). As a reaction SMILES: Br[C:2]1[CH:19]=[C:18]([O:20][CH3:21])[C:17]([O:22][CH3:23])=[CH:16][C:3]=1[CH2:4][N:5]1[C:13](=[O:14])[C:12]2[C:7](=[CH:8][CH:9]=[CH:10][CH:11]=2)[C:6]1=[O:15].[Cu][C:25]#[N:26]>CN1CCCC1=O>[O:15]=[C:6]1[C:7]2[C:12](=[CH:11][CH:10]=[CH:9][CH:8]=2)[C:13](=[O:14])[N:5]1[CH2:4][C:3]1[CH:16]=[C:17]([O:22][CH3:23])[C:18]([O:20][CH3:21])=[CH:19][C:2]=1[C:25]#[N:26]. Procedure details: A mixture of 2-(2-bromo-4,5-dimethoxy-benzyl)isoindole-1,3-dione (26.63 g, 0.07079 mol) and copper (I) cyanide (12.7 g, 0.1416 mol) in N-methyl-2-pyrrolidinone (266 mL) was heated to reflux for 18 h under nitrogen. The resulting mixture was concentrated in vacuo and the resulting residue stirred with a mixture of chloroform (250 mL) and water (250 mL) for 30 min. The resulting suspension was filtered through CELITE and the layers separated. The organic layer was extracted with brine (2×), dried ... Starting materials: [H-].[Na+] (sodium hydride), ice water, CC(C)(OC(=O)N[C@@H]([C@H](O)C)C(=O)O)C (N-[(1,1-dimethylethoxy)carbonyl]-L-threonine), FC1=C(C=CC=C1)[N+](=O)[O-] (1-fluoro-2-nitrobenzene). Run in CN(C=O)C (dimethylformamide), CN(C=O)C (dimethylformamide). Reaction conditions: temperature 0 celsius. The product is CC(C)(OC(=O)N[C@@H]([C@H](OC1=C(C=CC=C1)[N+](=O)[O-])C)C(=O)O)C (N-[(1,1-Dimethylethoxy)carbonyl]-O-(2-nitrophenyl)-L-threonine). RXN SMILES: [CH3:1][C:2]([CH3:15])([O:4][C:5]([NH:7][C@H:8]([C:12]([OH:14])=[O:13])[C@@H:9]([CH3:11])[OH:10])=[O:6])[CH3:3].[H-].[Na+].F[C:19]1[CH:24]=[CH:23][CH:22]=[CH:21][C:20]=1[N+:25]([O-:27])=[O:26]>CN(C)C=O>[CH3:15][C:2]([CH3:1])([O:4][C:5]([NH:7][C@H:8]([C:12]([OH:14])=[O:13])[C@@H:9]([CH3:11])[O:10][C:19]1[CH:24]=[CH:23][CH:22]=[CH:21][C:20]=1[N+:25]([O-:27])=[O:26])=[O:6])[CH3:3] |f:1.2|. Reported procedure: A solution of N-[(1,1-dimethylethoxy)carbonyl]-L-threonine (5.02 g., 22.9 mmol.) in dry dimethylformamide (10 ml.) was added dropwise over a period of 30 minutes to a cooled (0° C.) suspension of 60% sodium hydride (1.93 g., 48.25 mmol., 2.11 eq.) in dry dimethylformamide (40 ml.). The reaction was stirred at 0° C. until the frothing subsided (about 3.5 hours). The reaction mixture was treated dropwise with 1-fluoro-2-nitrobenzene (2.67 ml., 25.2 mmol., 1.1 eq.) over a period of 20 minutes and s... Starting materials: [H][H] (hydrogen), 16, Cl.ClCCC(C(=O)N1C(CN(CC1)CC1=CC=CC=C1)C)C (1-(4-chloro-2-methyl-1-oxobutyl)-2-methyl-4-(phenylmethyl)piperazine monohydrochloride), C=O (formaldehyde). The reagents and catalysts are [Pd] (palladium-on-charcoal). Run in CO (methanol). The product is Cl.ClCCC(C(=O)N1C(CN(CC1)C)C)C (1(-4-chloro-2-methyl-1-oxobutyl)-2,4-dimethylpiperazine monohydrochloride). The yield is 72.6%. As a reaction SMILES: Cl.[Cl:2][CH2:3][CH2:4][CH:5]([CH3:22])[C:6]([N:8]1[CH2:13][CH2:12][N:11]([CH2:14]C2C=CC=CC=2)[CH2:10][CH:9]1[CH3:21])=[O:7].C=O.[H][H]>[Pd].CO>[ClH:2].[Cl:2][CH2:3][CH2:4][CH:5]([CH3:22])[C:6]([N:8]1[CH2:13][CH2:12][N:11]([CH3:14])[CH2:10][CH:9]1[CH3:21])=[O:7] |f:0.1,6.7|. Reported procedure: A mixture of 16 parts of 1-(4-chloro-2-methyl-1-oxobutyl)-2-methyl-4-(phenylmethyl)piperazine monohydrochloride, 200 parts of methanol and 7 parts of a formaldehyde solution 40% was hydrogenated at normal pressure and at 60° C. with 2 parts of palladium-on-charcoal catalyst 10%. After the calculated amount of hydrogen was taken up, the catalyst was filtered off and the filtrate was evaporated. The residue was purified by column chromatography over silica gel using a mixture of trichloromethane a... Starting materials: NC=1N(N=C2C1C(NC=1C=C(C=C(C21)OCC(=O)O)OC)=O)C2=C(C=CC=C2)C ({[3-amino-7-methoxy-2-(2-methylphenyl)-4-oxo-4,5-dihydro-2H-pyrazolo[4,3-c]quinolin-9-yl]oxy}acetic acid), CN(CCN)C (N,N-dimethylethylenediamine), Cl.CN(CCCN=C=NCC)C ((3-dimethylaminopropyl)ethylcarbodiimide hydrochloride), ON1N=NC2=C1C=CC=C2 (1-hydroxybenzotriazole). Run in CN(C=O)C (N,N-dimethylformamide), C(C)N(CC)CC (triethylamine). The product is NC=1N(N=C2C1C(NC=1C=C(C=C(C21)OCC(=O)NCCN(C)C)OC)=O)C2=C(C=CC=C2)C (2-{[3-amino-7-methoxy-2-(2-methylphenyl)-4-oxo-4,5-dihydro-2H-pyrazolo[4,3-c]quinolin-9-yl]oxy}-N-[2-(dimethylamino)ethyl]acetamide). Reaction SMILES: [NH2:1][C:2]1[N:3]([C:23]2[CH:28]=[CH:27][CH:26]=[CH:25][C:24]=2[CH3:29])[N:4]=[C:5]2[C:14]3[C:13]([O:15][CH2:16][C:17]([OH:19])=O)=[CH:12][C:11]([O:20][CH3:21])=[CH:10][C:9]=3[NH:8][C:7](=[O:22])[C:6]=12.[CH3:30][N:31]([CH3:35])[CH2:32][CH2:33][NH2:34].Cl.CN(C)CCCN=C=NCC.ON1C2C=CC=CC=2N=N1>CN(C)C=O.C(N(CC)CC)C>[NH2:1][C:2]1[N:3]([C:23]2[CH:28]=[CH:27][CH:26]=[CH:25][C:24]=2[CH3:29])[N:4]=[C:5]2[C:14]3[C:13]([O:15][CH2:16][C:17]([NH:34][CH2:33][CH2:32][N:31]([CH3:35])[CH3:30])=[O:19])=[CH:12][C:11]([O:20][CH3:21])=[CH:10][C:9]=3[NH:8][C:7](=[O:22])[C:6]=12 |f:2.3|. Reported procedure: A mixture of {[3-amino-7-methoxy-2-(2-methylphenyl)-4-oxo-4,5-dihydro-2H-pyrazolo[4,3-c]quinolin-9-yl]oxy}acetic acid (80 mg), N,N-dimethylethylenediamine (33 μl), (3-dimethylaminopropyl)ethylcarbodiimide hydrochloride (58 mg), 1-hydroxybenzotriazole (41 mg), triethylamine (43 μl) and N,N-dimethylformamide (2 ml) was stirred at room temperature for one night. The reaction mixture was concentrated under reduced pressure, and the residue was purified with column chromatography to obtain the target... Starting materials: CCOC(=O)c1cc2cc(C(=O)N3CC4(C)CC3CC(C)(C)C4)ccc2[nH]1, CCO, Cl, [Na+], [OH-]. Yields the product CC1(C)CC2CC(C)(CN2C(=O)c2ccc3[nH]c(C(=O)O)cc3c2)C1. Reaction SMILES: [CH2:1]([CH3:2])[O:3][C:4](=[O:5])[c:6]1[nH:7][c:8]2[cH:9][cH:10][c:11]([C:15](=[O:16])[N:17]3[CH:18]4[CH2:19][C:20]([CH3:26])([CH3:27])[CH2:21][C:22]([CH3:25])([CH2:23]3)[CH2:24]4)[cH:12][c:13]2[cH:14]1.[CH3:31][CH2:32][OH:33].[ClH:30].[Na+:29].[OH-:28]>>[O:3]=[C:4]([OH:5])[c:6]1[nH:7][c:8]2[cH:9][cH:10][c:11]([C:15](=[O:16])[N:17]3[CH:18]4[CH2:19][C:20]([CH3:26])([CH3:27])[CH2:21][C:22]([CH3:25])([CH2:23]3)[CH2:24]4)[cH:12][c:13]2[cH:14]1. The reactants are [H-].[Na+] (NaH), C(C)(C)[Si](OC1CNC(NC1)=O)(C(C)C)C(C)C (5-triisopropylsilanyloxy-tetrahydro-pyrimidin-2-one), CN(C)C=O (DMF), CI (methyl iodide). Reaction conditions: time 15 minute. The product is CN1C(N(CC(C1)O[Si](C(C)C)(C(C)C)C(C)C)C)=O (1,3-Dimethyl-5-triisopropylsilanyloxy-tetrahydro-pyrimidin-2-one). Reaction SMILES: [H-].[Na+].[CH:3]([Si:6]([CH:18]([CH3:20])[CH3:19])([CH:15]([CH3:17])[CH3:16])[O:7][CH:8]1CN[C:11](=O)[NH:10][CH2:9]1)([CH3:5])[CH3:4].CI.[CH3:23][N:24]([CH:26]=[O:27])[CH3:25]>>[CH3:23][N:24]1[CH2:25][CH:8]([O:7][Si:6]([CH:15]([CH3:17])[CH3:16])([CH:3]([CH3:5])[CH3:4])[CH:18]([CH3:19])[CH3:20])[CH2:9][N:10]([CH3:11])[C:26]1=[O:27] |f:0.1|. Reported procedure: NaH (141 mmol) was added portionwise to a solution of 5-triisopropylsilanyloxy-tetrahydro-pyrimidin-2-one (Step P9) (28.2 mmol) in DMF (200 mL) at 0° C. After 15 min, the reaction was warmed to rt. After 2 h, the mixture was cooled to 0° C., treated with methyl iodide (197 mmol) and then allowed to warm to rt overnight. The reaction mixture was quenched by addition of water and extracted with toluene. The aqueous layer was washed with EtOAc. The combined organic layers were washed with a saturat... Reactants: [H][H] (hydrogen), N(O)=C1C2=CC=CC=C2CC2CCCCC12 (9-oximino-1,2,3,4,4a,9,9a,10-octahydroanthracene), Cl (hydrochloric acid). Reagents/catalysts: [Pd] (palladium-on-carbon). Solvent: O1CCCC1 (tetrahydrofuran). Reaction conditions: time 30 minute. Product: Cl.NC1C2=CC=CC=C2CC2CCCCC12 (9-amino-1,2,3,4,4a,9,9a,10-octahydroanthracene hydrochloride). RXN SMILES: [N:1](=[C:3]1[CH:16]2[CH:11]([CH2:12][CH2:13][CH2:14][CH2:15]2)[CH2:10][C:9]2[C:4]1=[CH:5][CH:6]=[CH:7][CH:8]=2)O.[H][H].[ClH:19]>O1CCCC1.[Pd]>[ClH:19].[NH2:1][CH:3]1[CH:16]2[CH:11]([CH2:12][CH2:13][CH2:14][CH2:15]2)[CH2:10][C:9]2[C:4]1=[CH:5][CH:6]=[CH:7][CH:8]=2 |f:5.6|. Reported procedure: 4.3 Parts of a syn-anti-mixture of 9-oximino-1,2,3,4,4a,9,9a,10-octahydroanthracene were dissolved in 40 ml of tetrahydrofuran and 8.7 ml of methanolic hydrochloric acid. 1.3 Parts of a 10% palladium-on-carbon catalyst were added and the mixture was hydrogenated with 896 ml gaseous hydrogen at 30-35° C. and normal pressure within 30 minutes. The catalyst was filtered off, and the filtrate concentrated. 4 Parts of 9-amino-1,2,3,4,4a,9,9a,10-octahydroanthracene hydrochloride, mp. 240-245° C., were... Reactants: C(CCCCC)S (hexanethiol), O.O.O.C(C)(=O)[O-].[Na+] (sodium acetate trihydrate), C1(=CC=CC=C1)N1C(C(=CC1=O)Br)=O (N-phenyl monobromomaleimide). Solvent: CO (methanol), CO (methanol). Yields the product C1(=CC=CC=C1)N1C(C(=CC1=O)SCCCCCC)=O (N-Phenyl hexylsulfanylmaleimide). Isolated yield 48.1%. As a reaction SMILES: [CH2:1]([SH:7])[CH2:2][CH2:3][CH2:4][CH2:5][CH3:6].O.O.O.C([O-])(=O)C.[Na+].[C:16]1([N:22]2[C:26](=[O:27])[CH:25]=[C:24](Br)[C:23]2=[O:29])[CH:21]=[CH:20][CH:19]=[CH:18][CH:17]=1>CO>[C:16]1([N:22]2[C:26](=[O:27])[CH:25]=[C:24]([S:7][CH2:1][CH2:2][CH2:3][CH2:4][CH2:5][CH3:6])[C:23]2=[O:29])[CH:17]=[CH:18][CH:19]=[CH:20][CH:21]=1 |f:1.2.3.4.5|. Procedure details: To hexanethiol (111 μL, 0.79 mmol) and sodium acetate trihydrate (108 mg, 0.79 mmol) in methanol (60 mL) was added in N-phenyl monobromomaleimide (200 mg, 0.79 mmol) in methanol (60 mL) dropwise over 1 hour with vigorous stirring. After 5 minutes solvent was removed in vacuo. Purification by column chromatography (gradient elution in 10% ethyl acetate in petroleum ether to 30% ethyl acetate in petroleum ether) afforded the desired compound as a pale yellow solid (109 mg, 0.38 mmol) in 48% yield....